From a dataset of the Open Reaction Database (ORD), a public repository of structured organic reaction records. describe an organic reaction: reactants, conditions, products, and yield The reactants are O=C([O-])[O-], ClCc1ccc2c(c1)OCO2, ClC(Cl)Cl, Cl, Cl, [K+], [K+], NC1CCN(CCCC(=O)c2ccccc2)CC1, O. Yields the product O=C(CCCN1CCC(NC(=O)c2ccc3c(c2)OCO3)CC1)c1ccccc1. As a reaction SMILES: [C:22]([O-:23])(=[O:24])[O-:25].[CH2:28]([c:29]1[cH:30][c:31]2[c:35]([cH:36][cH:37]1)[O:34][CH2:33][O:32]2)[Cl:38].[CH:39]([Cl:40])([Cl:41])[Cl:42].[ClH:1].[ClH:2].[K+:26].[K+:27].[NH2:3][CH:4]1[CH2:5][CH2:6][N:7]([CH2:10][CH2:11][CH2:12][C:13](=[O:14])[c:15]2[cH:16][cH:17][cH:18][cH:19][cH:20]2)[CH2:8][CH2:9]1.[OH2:21]>>[NH:3]([CH:4]1[CH2:5][CH2:6][N:7]([CH2:10][CH2:11][CH2:12][C:13](=[O:14])[c:15]2[cH:16][cH:17][cH:18][cH:19][cH:20]2)[CH2:8][CH2:9]1)[C:28](=[O:23])[c:29]1[cH:30][c:31]2[c:35]([cH:36][cH:37]1)[O:34][CH2:33][O:32]2. The reactants are N([C@H](CC1=CNC2=CC=CC=C12)C(=O)N[C@@H](CC(C)C)C(=O)N([C@@H](CCSC)C(=O)N)C)C(=O)OC(C)(C)C (BocDTrp-Leu-MeMetNH2), FC(C(=O)O)(F)F (trifluoroacetic acid). Run in C(C)(S)S (ethanedithiol), CSC (dimethyl sulfide). The product is N[C@H](CC1=CNC2=CC=CC=C12)C(=O)N[C@@H](CC(C)C)C(=O)N([C@@H](CCSC)C(=O)N)C.FC(F)(F)C(=O)O (HDTrp-Leu-MeMetNH2 trifluoroacetate). Yield: 79.0%. As a reaction SMILES: [NH:1](C(OC(C)(C)C)=O)[C@@H:2]([C:13]([NH:15][C@H:16]([C:21]([N:23]([CH3:32])[C@H:24]([C:29]([NH2:31])=[O:30])[CH2:25][CH2:26][S:27][CH3:28])=[O:22])[CH2:17][CH:18]([CH3:20])[CH3:19])=[O:14])[CH2:3][C:4]1[C:12]2[C:7](=[CH:8][CH:9]=[CH:10][CH:11]=2)[NH:6][CH:5]=1.[F:40][C:41]([F:46])([F:45])[C:42]([OH:44])=[O:43]>CSC.C(S)(S)C>[NH2:1][C@@H:2]([C:13]([NH:15][C@H:16]([C:21]([N:23]([CH3:32])[C@H:24]([C:29]([NH2:31])=[O:30])[CH2:25][CH2:26][S:27][CH3:28])=[O:22])[CH2:17][CH:18]([CH3:20])[CH3:19])=[O:14])[CH2:3][C:4]1[C:12]2[C:7](=[CH:8][CH:9]=[CH:10][CH:11]=2)[NH:6][CH:5]=1.[F:40][C:41]([C:42]([OH:44])=[O:43])([F:46])[F:45] |f:4.5|. Procedure details: Condensation of BocLeuOH (5.00 g.) and HMeMetNH2 (4.00 g.) using dicyclohexylcarbodiimide and 1-hydroxybenzotriazole gave BocLeu-MeMetNH2 in 81% yield. De-t-butoxycarbonylation of BocLeu-MeMetNH2 (5.96 g.) using hydrogen chloride in ethyl acetate gave HLeu-MeMetNH2 hydrochloride salt in 98% yield. Condensation of BocDTrpOPFP (7.56 g.) and HLeu-MeMetNH2 hydrochloride salt (5.00 g.) by the activated ester method gave BocDTrp-Leu-MeMetNH2 in 56% yield. De-t-butoxycarbonylation of BocDTrp-Leu-MeMetN... Reactants: C[Si](CCOCN(C1=CC(=NC=2N1N=CC2)C(C)=NO)COCC[Si](C)(C)C)(C)C (1-[7-(bis{[2-(trimethylsilyl)ethoxy]methyl}amino)pyrazolo[1,5-a]pyrimidin-5-yl]ethanone oxime), [H][H] (hydrogen). The reagents and catalysts are [Pd] (Pd on carbon). Solvent: CCO.CC(=O)O (EtOH AcOH). The product is NC(C)C1=NC=2N(C(=C1)N(COCC[Si](C)(C)C)COCC[Si](C)(C)C)N=CC2 (5-(1-aminoethyl)-N,N-bis((2-(trimethylsilyl)ethoxy)methyl)pyrazolo[1,5-a]pyrimidin-7-amine). Yield: 104.7%. RXN SMILES: [CH3:1][Si:2]([CH3:30])([CH3:29])[CH2:3][CH2:4][O:5][CH2:6][N:7]([CH2:21][O:22][CH2:23][CH2:24][Si:25]([CH3:28])([CH3:27])[CH3:26])[C:8]1[N:13]2[N:14]=[CH:15][CH:16]=[C:12]2[N:11]=[C:10]([C:17](=[N:19]O)[CH3:18])[CH:9]=1.[H][H]>[Pd].CCO.CC(O)=O>[NH2:19][CH:17]([C:10]1[CH:9]=[C:8]([N:7]([CH2:21][O:22][CH2:23][CH2:24][Si:25]([CH3:28])([CH3:27])[CH3:26])[CH2:6][O:5][CH2:4][CH2:3][Si:2]([CH3:29])([CH3:1])[CH3:30])[N:13]2[N:14]=[CH:15][CH:16]=[C:12]2[N:11]=1)[CH3:18] |f:3.4|. Reported procedure: A solution of 1-[7-(bis{[2-(trimethylsilyl)ethoxy]methyl}amino)pyrazolo[1,5-a]pyrimidin-5-yl]ethanone oxime (4.50 g, 8.77 mmol) in 4:1 EtOH/AcOH (90 mL) under nitrogen in a Parr bottle was treated with 10% Pd on carbon (933 mg, 0.877 mmol), and the mixture was shaken on the Parr apparatus under 45 psi hydrogen for 23 h. The catalyst was removed by filtration through Celite, and the filtrate was concentrated under reduced pressure, azeotroping with toluene at 40-45° C. to remove most AcOH. The oi... Starting materials: [O-]S(=O)(=S)[O-].[Na+].[Na+] (Na2S2O3), FC(S(=O)[O-])(F)F.[Na+] (sodium trifluoromethanesulfinate), C(C)(C)(C)OO (tert-butyl hydroperoxide), ClC1=CC2=C(C=N1)C=NN2 (6-chloro-1H-pyrazolo[4,3-c]pyridine), FC(S(=O)[O-])(F)F.[Na+] (sodium trifluoromethanesulfinate), C(C)(C)(C)OO (tert-butyl hydroperoxide). The solvent is C(Cl)Cl (DCM), O (Water), C(Cl)Cl (DCM), O (H2O). Run at time 28 hour. The product is ClC1=CC2=C(C=N1)C(=NN2)C(F)(F)F (6-chloro-3-(trifluoromethyl)-1H-pyrazolo[4,3-c]pyridine). RXN SMILES: [Cl:1][C:2]1[N:7]=[CH:6][C:5]2[CH:8]=[N:9][NH:10][C:4]=2[CH:3]=1.[F:11][C:12]([F:17])([F:16])S([O-])=O.[Na+].C(OO)(C)(C)C.[O-]S([O-])(=S)=O.[Na+].[Na+]>C(Cl)Cl.O>[Cl:1][C:2]1[N:7]=[CH:6][C:5]2[C:8]([C:12]([F:17])([F:16])[F:11])=[N:9][NH:10][C:4]=2[CH:3]=1 |f:1.2,4.5.6|. Reported procedure: Ref: PCT Int. Appl., 2010086251, 2010. To a suspension of 6-chloro-1H-pyrazolo[4,3-c]pyridine (1a, 1 g, 6.51 mmol), sodium trifluoromethanesulfinate (3.05 g, 19.54 mmol) in 10 mL of DCM and 4 mL of H2O, 70% tert-butyl hydroperoxide (4.19 g, 32.6 mmol) aqueous solution was added. The heterogeneous reaction mixture was stirred vigorously at r.t. After 28 hr, LCMS analysis showed partial conversion. Additional sodium trifluoromethanesulfinate (3.05 g, 19.54 mmol) and tert-butyl hydroperoxide (4.19 ... Starting materials: C(CCCCCCCCCCCCCCC)S(=O)(=O)Cl (hexadecanesulfonyl chloride), NC=1C=CC=C2C=CC(=CC12)O (8-amino-2-naphthol), ice water. Run in N1=CC=CC=C1 (pyridine). Conditions: temperature 0 celsius, time 8 hour. Product: C(CCCCCCCCCCCCCCC)S(=O)(=O)NC=1C=CC=C2C=CC(=CC12)O (8-Hexadecanesulfonamido-2-naphthol). The yield is 67.7%. As a reaction SMILES: [NH2:1][C:2]1[CH:3]=[CH:4][CH:5]=[C:6]2[C:11]=1[CH:10]=[C:9]([OH:12])[CH:8]=[CH:7]2.[CH2:13]([S:29](Cl)(=[O:31])=[O:30])[CH2:14][CH2:15][CH2:16][CH2:17][CH2:18][CH2:19][CH2:20][CH2:21][CH2:22][CH2:23][CH2:24][CH2:25][CH2:26][CH2:27][CH3:28]>N1C=CC=CC=1>[CH2:13]([S:29]([NH:1][C:2]1[CH:3]=[CH:4][CH:5]=[C:6]2[C:11]=1[CH:10]=[C:9]([OH:12])[CH:8]=[CH:7]2)(=[O:31])=[O:30])[CH2:14][CH2:15][CH2:16][CH2:17][CH2:18][CH2:19][CH2:20][CH2:21][CH2:22][CH2:23][CH2:24][CH2:25][CH2:26][CH2:27][CH3:28]. Reported procedure: A solution of 51.4 g (0.33 mole) 8-amino-2-naphthol in 500 ml pyridine was cooled to 0° and treated with 108.0 g (0.33 mole) hexadecanesulfonyl chloride. The mixture was stirred briefly at 0° C. and overnight at room temperature, then poured into ice water containing 500 ml concentrated hydrochloric acid. The solid was collected, washed, dried, and recrystallized from benzene to give 100 g of product, m.p. 103.5°-107° C.